Dataset: the Open Reaction Database (ORD), a public repository of structured organic reaction records. Task: describe an organic reaction: reactants, conditions, products, and yield Reactants: O=C(CCl)Nc1c(I)cc(I)c(C(=O)O)c1I, [NH4+], [OH-]. Product: NCC(=O)Nc1c(I)cc(I)c(C(=O)O)c1I. Reaction SMILES: [Cl:1][CH2:2][C:3](=[O:4])[NH:5][c:6]1[c:7]([I:17])[c:8]([C:9](=[O:10])[OH:11])[c:12]([I:16])[cH:13][c:14]1[I:15].[NH4+:19].[OH-:18]>>[CH2:2]([C:3](=[O:4])[NH:5][c:6]1[c:7]([I:17])[c:8]([C:9](=[O:10])[OH:11])[c:12]([I:16])[cH:13][c:14]1[I:15])[NH2:19]. Reactants: CC(C)=CCC[C@@H](C)CC=O, CC1=CN=C(C=C1)N, [C-]#[N+]C1CCCCC1. Reagents/catalysts: O=C(O)C(F)(F)F (trifluoroacetic acid). Yields the product CC(C)=CCC[C@@H](C)Cc1c(NC2CCCCC2)n2cc(C)ccc2n1. As a reaction SMILES: CC1=CC=C(N)N=C1.[C-]#[N+]C1CCCCC1.C[C@H](CC\C=C(/C)C)CC=O>>C[C@H](CC\C=C(/C)C)CC1=C(NC2CCCCC2)N2C=C(C)C=CC2=N1. The yield is 0.0%. Reaction conditions: temperature 22 celsius, time 20 hour. The solvent is CC(C)O (isopropyl alcohol), CC(C)O (isopropylalcohol).